describe an organic reaction: reactants, conditions, products, and yield From a dataset of the Open Reaction Database (ORD), a public repository of structured organic reaction records. Starting materials: O=C(CC=1C=C(C#N)C=CC1)C1=CC=CC=C1 (3-(2-oxo-2-phenylethyl)benzonitrile), O=C(CC=1C=C(C#N)C=CC1)C1=CC=CC=C1 (3-(2-oxo-2-phenylethyl)benzonitrile), C(C)OC=1C=C(C=O)C=C(C1O)[N+](=O)[O-] (3-ethoxy-4-hydroxy-5-nitrobenzaldehyde), NC(=O)N (urea), Cl (HCl). The solvent is C(C)O (ethanol). Product: C(C)OC=1C=C(C=C(C1O)[N+](=O)[O-])C1NC(NC(=C1C=1C=C(C#N)C=CC1)C1=CC=CC=C1)=O (3-(4-(3-ethoxy-4-hydroxy-5-nitrophenyl)-2-oxo-6-phenyl-1,2,3,4-tetrahydropyrimidin-5-yl)benzonitrile). The yield is 13.4%. Reaction SMILES: O=[C:2]([C:12]1[CH:17]=[CH:16][CH:15]=[CH:14][CH:13]=1)[CH2:3][C:4]1[CH:5]=[C:6]([CH:9]=[CH:10][CH:11]=1)[C:7]#[N:8].[CH2:18]([O:20][C:21]1[CH:22]=[C:23]([CH:26]=[C:27]([N+:30]([O-:32])=[O:31])[C:28]=1[OH:29])[CH:24]=O)[CH3:19].[NH2:33][C:34]([NH2:36])=[O:35].Cl>C(O)C>[CH2:18]([O:20][C:21]1[CH:22]=[C:23]([CH:24]2[C:3]([C:4]3[CH:5]=[C:6]([CH:9]=[CH:10][CH:11]=3)[C:7]#[N:8])=[C:2]([C:12]3[CH:17]=[CH:16][CH:15]=[CH:14][CH:13]=3)[NH:36][C:34](=[O:35])[NH:33]2)[CH:26]=[C:27]([N+:30]([O-:32])=[O:31])[C:28]=1[OH:29])[CH3:19]. Reported procedure: To a solution of 3-(2-oxo-2-phenylethyl)benzonitrile (Intermediate 11) (80 mg, 0.36 mmol), 3-ethoxy-4-hydroxy-5-nitrobenzaldehyde (76 mg, 0.36 mmol), and urea (50 mg, 1.08 mmol) in 20 mL of ethanol was added 0.2 mL of concentrated HCl solution, and the mixture was stirred at reflux for 2 days. After the solvent was removed under reduced pressure, the residue was purified by thin layer chromatography (PE:EtOAc=1:2) to give Compound 29 (22 mg, yield 2.5%). 1H NMR (CD3OD 400 MHz): δ 7.45 (s, 1H), 7... Procedure details: N,N-Diisopropylethylamine (137 μL, 0.81 mmol), 4-dimethylaminopyridine (27 mg, 0.22 mmol) and 4-nitrophenyl chloroformate (45 mg, 0.22 mmol) is added to a solution of (R)-4-(2,5-dioxo-1-(3-(trifluoromethyl)phenyl)-2,3,4,5,6,7-hexahydro-1H-cyclopenta[d]-pyrimidin-4-yl)benzonitrile (example 1A, 80 mg, 0.20 mmol) in acetonitrile (2.0 mL), and the mixture is stirred at room temperature over night. 1,1-Dioxotetrahydro-2H-thiopyran-4-amine (74 mg, 0.40 mmol) is added, and the mixture is stirred for 1 ... As a reaction SMILES: C(N(CC)C(C)C)(C)C.Cl[C:11](OC1C=CC([N+]([O-])=O)=CC=1)=[O:12].[O:23]=[C:24]1[N:29]([C:30]2[CH:35]=[CH:34][CH:33]=[C:32]([C:36]([F:39])([F:38])[F:37])[CH:31]=2)[C:28]2[CH2:40][CH2:41][C:42](=[O:43])[C:27]=2[C@@H:26]([C:44]2[CH:51]=[CH:50][C:47]([C:48]#[N:49])=[CH:46][CH:45]=2)[NH:25]1.[O:52]=[S:53]1(=[O:60])[CH2:58][CH2:57][CH:56]([NH2:59])[CH2:55][CH2:54]1>CN(C)C1C=CN=CC=1.C(#N)C>[C:48]([C:47]1[CH:46]=[CH:45][C:44]([C@H:26]2[N:25]([C:11]([NH:59][CH:56]3[CH2:57][CH2:58][S:53](=[O:60])(=[O:52])[CH2:54][CH2:55]3)=[O:12])[C:24](=[O:23])[N:29]([C:30]3[CH:35]=[CH:34][CH:33]=[C:32]([C:36]([F:37])([F:38])[F:39])[CH:31]=3)[C:28]3[CH2:40][CH2:41][C:42](=[O:43])[C:27]2=3)=[CH:51][CH:50]=1)#[N:49]. The solvent is C(C)#N (acetonitrile). Product: C(#N)C1=CC=C(C=C1)[C@@H]1C2=C(N(C(N1C(=O)NC1CCS(CC1)(=O)=O)=O)C1=CC(=CC=C1)C(F)(F)F)CCC2=O ((R)-4-(4-Cyanophenyl)-2,5-dioxo-N-(1,1-dioxo-hexahydro-1λ6-thiopyran-4-yl)-1-(3-(trifluoromethyl)phenyl)-4,5,6,7-tetrahydro-1H-cyclopenta[d]pyrimidine-3(2H)-carboxamide). Reagents/catalysts: CN(C1=CC=NC=C1)C (4-dimethylaminopyridine). Reactants: O=S1(CCC(CC1)N)=O (1,1-Dioxotetrahydro-2H-thiopyran-4-amine), C(C)(C)N(C(C)C)CC (N,N-Diisopropylethylamine), ClC(=O)OC1=CC=C(C=C1)[N+](=O)[O-] (4-nitrophenyl chloroformate), O=C1N[C@@H](C2=C(N1C1=CC(=CC=C1)C(F)(F)F)CCC2=O)C2=CC=C(C#N)C=C2 ((R)-4-(2,5-dioxo-1-(3-(trifluoromethyl)phenyl)-2,3,4,5,6,7-hexahydro-1H-cyclopenta[d]-pyrimidin-4-yl)benzonitrile). The reactants are ClC1=C(C=C(C=C1)OC)CSC1=NC(=CC(=N1)O)C (2-{[(2-chloro-5-methoxyphenyl)methyl]sulfanyl}-6-methylpyrimidin-4-ol), solution, B(Br)(Br)Br (boron tribromide). Run in ClCCl (dichloromethane). Reaction conditions: time 8 hour. Yields the product ClC1=C(C=C(C=C1)O)CSC1=NC(=CC(=N1)O)C (2-{[(2-chloro-5-hydroxyphenyl)methyl]sulfanyl}-6-methylpyrimidin-4-ol). Yield: 65.3%. As a reaction SMILES: [Cl:1][C:2]1[CH:7]=[CH:6][C:5]([O:8]C)=[CH:4][C:3]=1[CH2:10][S:11][C:12]1[N:17]=[C:16]([OH:18])[CH:15]=[C:14]([CH3:19])[N:13]=1.B(Br)(Br)Br>ClCCl>[Cl:1][C:2]1[CH:7]=[CH:6][C:5]([OH:8])=[CH:4][C:3]=1[CH2:10][S:11][C:12]1[N:17]=[C:16]([OH:18])[CH:15]=[C:14]([CH3:19])[N:13]=1. Reported procedure: To a solution of the 2-{[(2-chloro-5-methoxyphenyl)methyl]sulfanyl}-6-methylpyrimidin-4-ol (1.0 g, 3.36 mmol) compound in anhydrous dichloromethane at 0° C., 1 M solution of boron tribromide (0.844 g, 3.36 mmol) was added. The reaction mixture was stirred at room temperature overnight. Then, the reaction mixture was quenched with sodium bicarbonate solution and the solid was filtered. The crude solid was purified by using dichloromethane and methanol (1:10) to provide the product 2-{[(2-chloro-5... Reactants: TEA, C(C(C)(C)C)(=O)Cl (pivaloyl chloride), ClC1=C(C=C(CN)C=C1)[N+](=O)[O-] (4-chloro-3-nitrobenzylamine). The solvent is C1CCOC1 (THF), C1CCOC1 (THF), C1CCOC1 (THF). Reaction conditions: time 1.5 hour. Product: ClC1=C(C=C(CNC(C(C)(C)C)=O)C=C1)[N+](=O)[O-] (N-(4-Chloro-3-nitrobenzyl)-2,2-dimethyl-propionamide). Reaction SMILES: [C:1](Cl)(=[O:6])[C:2]([CH3:5])([CH3:4])[CH3:3].[Cl:8][C:9]1[CH:16]=[CH:15][C:12]([CH2:13][NH2:14])=[CH:11][C:10]=1[N+:17]([O-:19])=[O:18]>C1COCC1>[Cl:8][C:9]1[CH:16]=[CH:15][C:12]([CH2:13][NH:14][C:1](=[O:6])[C:2]([CH3:5])([CH3:4])[CH3:3])=[CH:11][C:10]=1[N+:17]([O-:19])=[O:18]. Procedure details: TEA (8.00 mL, 57.5 mmol) followed by pivaloyl chloride (2.80 mL, 22.8 mmol) in THF (25 mL) are added to 4-chloro-3-nitrobenzylamine (5.00 g) in THF (100 mL). The reaction mixture is diluted with THF and stirred at rt for 1.5 h. The mixture is filtered and washed and the filtrate is concentrated.